Dataset: the Open Reaction Database (ORD), a public repository of structured organic reaction records. Task: describe an organic reaction: reactants, conditions, products, and yield Starting materials: C(C1=CC=CC=C1)(C1=CC=CC=C1)N1C(=C(C2=CC(=CC=C12)Cl)CCS(=O)(=O)C1=CC=C(C=C1)CCC(=O)OCC)CCOS(=O)(=O)C (Ethyl 3-(4-{[2-(1-benzhydryl-5-chloro-2-{2-[(methylsulfonyl)oxy]ethyl}-1H-indol-3-yl)ethyl]sulfonyl}phenyl)propanoate), [N-]=[N+]=[N-].[Na+] (sodium azide), CN(C)C=O (DMF). The solvent is O (water). Reaction conditions: temperature 60 celsius. The product is N(=[N+]=[N-])CCC=1N(C2=CC=C(C=C2C1CCS(=O)(=O)C1=CC=C(C=C1)CCC(=O)OCC)Cl)C(C1=CC=CC=C1)C1=CC=CC=C1 (ethyl 3-[4-({2-[2-(2-azidoethyl)-1-benzhydryl-5-chloro-1H-indol-3-yl]ethyl}sulfonyl)phenyl]propanoate). Yield: 96.0%. RXN SMILES: [CH:1]([N:14]1[C:22]2[C:17](=[CH:18][C:19]([Cl:23])=[CH:20][CH:21]=2)[C:16]([CH2:24][CH2:25][S:26]([C:29]2[CH:34]=[CH:33][C:32]([CH2:35][CH2:36][C:37]([O:39][CH2:40][CH3:41])=[O:38])=[CH:31][CH:30]=2)(=[O:28])=[O:27])=[C:15]1[CH2:42][CH2:43]OS(C)(=O)=O)([C:8]1[CH:13]=[CH:12][CH:11]=[CH:10][CH:9]=1)[C:2]1[CH:7]=[CH:6][CH:5]=[CH:4][CH:3]=1.[N-:49]=[N+:50]=[N-:51].[Na+].CN(C=O)C>O>[N:49]([CH2:43][CH2:42][C:15]1[N:14]([CH:1]([C:2]2[CH:3]=[CH:4][CH:5]=[CH:6][CH:7]=2)[C:8]2[CH:9]=[CH:10][CH:11]=[CH:12][CH:13]=2)[C:22]2[C:17]([C:16]=1[CH2:24][CH2:25][S:26]([C:29]1[CH:34]=[CH:33][C:32]([CH2:35][CH2:36][C:37]([O:39][CH2:40][CH3:41])=[O:38])=[CH:31][CH:30]=1)(=[O:28])=[O:27])=[CH:18][C:19]([Cl:23])=[CH:20][CH:21]=2)=[N+:50]=[N-:51] |f:1.2|. Procedure: Ethyl 3-(4-{[2-(1-benzhydryl-5-chloro-2-{2-[(methylsulfonyl)oxy]ethyl}-1H-indol-3-yl)ethyl]sulfonyl}phenyl)propanoate (1 eq), sodium azide (5 eq), and DMF (0.05M) were placed together under N2 and heated to 60° C. After 1 hour the reaction was cooled and water was added. Extracted with EtOAc/Et2O mix and washed with water and brine and dried over sodium sulfate. Removed solvent to obtain ethyl 3-[4-({2-[2-(2-azidoethyl)-1-benzhydryl-5-chloro-1H-indol-3-yl]ethyl}sulfonyl)phenyl]propanoate (light-...